From a dataset of the Open Reaction Database (ORD), a public repository of structured organic reaction records. describe an organic reaction: reactants, conditions, products, and yield Starting materials: COc1ccc(CSC2CC(C(=O)N3CCN(C(=O)OCc4ccc([N+](=O)[O-])cc4)C(C)C3)N(C(=O)OCc3ccc([N+](=O)[O-])cc3)C2)cc1, COc1ccccc1, O=C(O)C(F)(F)F, O=S(=O)(O)C(F)(F)F. Product: CC1CN(C(=O)C2CC(S)CN2C(=O)OCc2ccc([N+](=O)[O-])cc2)CCN1C(=O)OCc1ccc([N+](=O)[O-])cc1. Reaction SMILES: [CH3:16][O:17][c:18]1[cH:19][cH:20][c:21]([CH2:22][S:23][CH:24]2[CH2:25][CH:26]([C:42](=[O:43])[N:44]3[CH2:45][CH:46]([CH3:63])[N:47]([C:50](=[O:51])[O:52][CH2:53][c:54]4[cH:55][cH:56][c:57]([N+:60](=[O:61])[O-:62])[cH:58][cH:59]4)[CH2:48][CH2:49]3)[N:27]([C:29](=[O:30])[O:31][CH2:32][c:33]3[cH:34][cH:35][c:36]([N+:39](=[O:40])[O-:41])[cH:37][cH:38]3)[CH2:28]2)[cH:64][cH:65]1.[CH3:66][O:67][c:68]1[cH:69][cH:70][cH:71][cH:72][cH:73]1.[OH:1][C:2]([C:3]([F:4])([F:5])[F:6])=[O:7].[OH:8][S:9]([C:10]([F:11])([F:12])[F:13])(=[O:14])=[O:15]>>[SH:23][CH:24]1[CH2:25][CH:26]([C:42](=[O:43])[N:44]2[CH2:45][CH:46]([CH3:63])[N:47]([C:50](=[O:51])[O:52][CH2:53][c:54]3[cH:55][cH:56][c:57]([N+:60](=[O:61])[O-:62])[cH:58][cH:59]3)[CH2:48][CH2:49]2)[N:27]([C:29](=[O:30])[O:31][CH2:32][c:33]2[cH:34][cH:35][c:36]([N+:39](=[O:40])[O-:41])[cH:37][cH:38]2)[CH2:28]1. Reactants: Cl.NO (Hydroxylamine hydrochloride), C(C)(=O)C=1C=C(C=CC1)NC(=O)NC1=CC(=C(C=C1)OC)C=1N(N=CC1Br)C (1-(3-Acetyl-phenyl)-3-[3-(4-bromo-2-methyl-2H-pyrazol-3-yl)-4-methoxy-phenyl]-urea), Cl (Hydrogen Chloride). Run in C(C)O (ethanol). Reaction conditions: time 8 hour. The product is BrC1=C(N(N=C1)C)C=1C=C(C=CC1OC)NC(=O)NC1=CC(=CC=C1)C(C)=NO (1-[3-(4-Bromo-2-methyl-2H-pyrazol-3-yl)-4-methoxy-phenyl]-3-[3-(1-hydroxyimino-ethyl)-phenyl]-urea). Yield: 16.0%. Reaction SMILES: [C:1]([C:4]1[CH:5]=[C:6]([NH:10][C:11]([NH:13][C:14]2[CH:19]=[CH:18][C:17]([O:20][CH3:21])=[C:16]([C:22]3[N:23]([CH3:28])[N:24]=[CH:25][C:26]=3[Br:27])[CH:15]=2)=[O:12])[CH:7]=[CH:8][CH:9]=1)(=O)[CH3:2].Cl.[NH2:30][OH:31].Cl>C(O)C>[Br:27][C:26]1[CH:25]=[N:24][N:23]([CH3:28])[C:22]=1[C:16]1[CH:15]=[C:14]([NH:13][C:11]([NH:10][C:6]2[CH:7]=[CH:8][CH:9]=[C:4]([C:1](=[N:30][OH:31])[CH3:2])[CH:5]=2)=[O:12])[CH:19]=[CH:18][C:17]=1[O:20][CH3:21] |f:1.2|. Procedure details: Compound 17 (54 mg, 0.12 mmol, see Example 1.24) was dissolved in ethanol (10 mL). Hydroxylamine hydrochloride (17 mg, 0.24 mmol) was added under Argon gas. The pH of the solution was then adjusted to pH=4 with 1N Hydrogen Chloride solution. The reaction was stirred overnight at room temperature and found to be complete by TLC and LC/MS. The ethanol was removed under reduced pressure. Then, the residue was worked up with EtOAc (2×20 mL) and Brine (20 mL). The organic layers were combined, dried ...